The task is: describe an organic reaction: reactants, conditions, products, and yield. This data is from the Open Reaction Database (ORD), a public repository of structured organic reaction records. Starting materials: C(C1=CC=CC=C1)=O (benzaldehyde), ClC=1C=C(C=CC1C(=O)N1C[C@H](NCC2=C1C=CC=C2)CO)NC(=O)C=2C(=CC=CC2)C2=CC=CC=C2 ((S)-biphenyl-2-carboxylic acid [3-chloro-4-(3-hydroxymethyl-2,3,4,5-tetrahydrobenzo[e][1,4]diazepine-1-carbonyl)-phenyl]-amide), C(C)(=O)O[BH-](OC(C)=O)OC(C)=O.[Na+] (sodium triacetoxyborohydride). Run in C(Cl)Cl (CH2Cl2), C(CCl)Cl (ClCH2CH2Cl). Reaction conditions: time 18 hour. Yields the product C(C1=CC=CC=C1)N1[C@@H](CN(C2=C(C1)C=CC=C2)C(=O)C2=C(C=C(C=C2)NC(=O)C=2C(=CC=CC2)C2=CC=CC=C2)Cl)CO ((S)-Biphenyl-2-carboxylic acid [4-(4-benzyl-3-hydroxymethyl-2,3,4,5-tetrahydro-benzo[e][1,4]diazepine-1-carbonyl)-3-chloro-phenyl]-amide). Isolated yield 80.8%. As a reaction SMILES: [Cl:1][C:2]1[CH:3]=[C:4]([NH:23][C:24]([C:26]2[C:27]([C:32]3[CH:37]=[CH:36][CH:35]=[CH:34][CH:33]=3)=[CH:28][CH:29]=[CH:30][CH:31]=2)=[O:25])[CH:5]=[CH:6][C:7]=1[C:8]([N:10]1[C:16]2[CH:17]=[CH:18][CH:19]=[CH:20][C:15]=2[CH2:14][NH:13][C@H:12]([CH2:21][OH:22])[CH2:11]1)=[O:9].[CH:38](=O)[C:39]1[CH:44]=[CH:43][CH:42]=[CH:41][CH:40]=1.C(O[BH-](OC(=O)C)OC(=O)C)(=O)C.[Na+]>C(Cl)CCl.C(Cl)Cl>[CH2:38]([N:13]1[CH2:14][C:15]2[CH:20]=[CH:19][CH:18]=[CH:17][C:16]=2[N:10]([C:8]([C:7]2[CH:6]=[CH:5][C:4]([NH:23][C:24]([C:26]3[C:27]([C:32]4[CH:37]=[CH:36][CH:35]=[CH:34][CH:33]=4)=[CH:28][CH:29]=[CH:30][CH:31]=3)=[O:25])=[CH:3][C:2]=2[Cl:1])=[O:9])[CH2:11][C@H:12]1[CH2:21][OH:22])[C:39]1[CH:44]=[CH:43][CH:42]=[CH:41][CH:40]=1 |f:2.3|. Procedure: To a solution of (S)-biphenyl-2-carboxylic acid [3-chloro-4-(3-hydroxymethyl-2,3,4,5-tetrahydrobenzo[e][1,4]diazepine-1-carbonyl)-phenyl]-amide (1.02 g; 1.95 mmol) dissolved in ClCH2CH2Cl (11 mL) was added benzaldehyde (2.92 mmol) followed by sodium triacetoxyborohydride (0.824 g; 3.89 mmol) in one-portion and the reaction was stirred for 18 h at rt. The reaction was diluted with CH2Cl2, washed with H2O, dried over Na2SO4, filtered, and the solvent removed under reduced pressure to afford a crud... The product is CC(CCN1CCCC1)Oc1ccc(C2(CN(C)C)CCOCC2)cc1. Starting materials: C1CCOC1, CN(C)CC1(c2ccc(O)cc2)CCOCC1, CC(O)CCN1CCCC1, CC(C)OC(=O)N=NC(=O)OC(C)C, c1ccc(P(c2ccccc2)c2ccccc2)cc1. Reaction SMILES: [CH2:61]1[O:62][CH2:63][CH2:64][CH2:65]1.[CH3:1][N:2]([CH3:3])[CH2:4][C:5]1([c:11]2[cH:12][cH:13][c:14]([OH:17])[cH:15][cH:16]2)[CH2:6][CH2:7][O:8][CH2:9][CH2:10]1.[N:18]1([CH2:23][CH2:24][CH:25]([CH3:26])[OH:27])[CH2:19][CH2:20][CH2:21][CH2:22]1.[O:47]=[C:48]([O:49][CH:50]([CH3:51])[CH3:52])[N:53]=[N:54][C:55]([O:56][CH:57]([CH3:58])[CH3:59])=[O:60].[c:28]1([P:29]([c:30]2[cH:31][cH:32][cH:33][cH:34][cH:35]2)[c:36]2[cH:37][cH:38][cH:39][cH:40][cH:41]2)[cH:42][cH:43][cH:44][cH:45][cH:46]1>>[CH3:1][N:2]([CH3:3])[CH2:4][C:5]1([c:11]2[cH:12][cH:13][c:14]([O:17][CH:25]([CH2:24][CH2:23][N:18]3[CH2:19][CH2:20][CH2:21][CH2:22]3)[CH3:26])[cH:15][cH:16]2)[CH2:6][CH2:7][O:8][CH2:9][CH2:10]1.